From a dataset of the Open Reaction Database (ORD), a public repository of structured organic reaction records. describe an organic reaction: reactants, conditions, products, and yield Starting materials: CC1=C(N)C=C(C=C1)C#N (2-Methyl-5-cyanoaniline), dimethyl acetal, ClCC=O (2-chloroacetaldehyde), C([O-])([O-])=O.[Na+].[Na+] (sodium carbonate). Conditions: temperature 150 celsius. The product is dimethyl acetal, CC1=C(NCC=O)C=C(C=C1)C#N (2-(2-methyl-5-cyanoanilino)acetaldehyde). As a reaction SMILES: [CH3:1][C:2]1[CH:8]=[CH:7][C:6]([C:9]#[N:10])=[CH:5][C:3]=1[NH2:4].Cl[CH2:12][CH:13]=[O:14].C(=O)([O-])[O-].[Na+].[Na+]>>[CH3:1][C:2]1[CH:8]=[CH:7][C:6]([C:9]#[N:10])=[CH:5][C:3]=1[NH:4][CH2:12][CH:13]=[O:14] |f:2.3.4|. Reported procedure: 2-Methyl-5-cyanoaniline (0.3 mole), the dimethyl acetal of 2-chloroacetaldehyde (0.3 mole) and sodium carbonate (20 grams) are charged into a glass reaction flask equipped with a mechanical stirrer, thermometer and reflux condenser. The reaction mixture is heated to about 150°C for a period of about 8 hours. After this time the mixture is filtered and the filtrate is distilled to yield the desired product the dimethyl acetal of 2-(2-methyl-5-cyanoanilino)acetaldehyde.